From a dataset of the Open Reaction Database (ORD), a public repository of structured organic reaction records. describe an organic reaction: reactants, conditions, products, and yield The reactants are BrC1=C2C=CC=CC2=C(C2=C1SC(=C2C)C)C2=CC(=C(C(=C2)C)O)C (4-(9-bromo-2,3-dimethyl-naphtho[2,3-b]thiophen-4-yl)-2,6-dimethyl-phenol), O[C@H](C(=O)OC)CC1=CC=CC=C1 ((S)-2-hydroxy-3-phenylpropionic acid, methyl ester), C1(=CC=CC=C1)P(C1=CC=CC=C1)C1=CC=CC=C1 (triphenylphosphine), N(=NC(=O)OCC)C(=O)OCC (diethyl azodicarboxylate). The solvent is C1=CC=CC=C1 (benzene). Run at time 3 day. Product: COC([C@@H](CC1=CC=CC=C1)OC1=C(C=C(C=C1C)C1=C2C=CC=CC2=C(C=2SC(=C(C21)C)C)Br)C)=O ((2R)-2-[4-(9-bromo-2,3-dimethyl-naphtho[2,3-b]thiophen-4-yl)-2,6-dimethyl-phenoxy]3-phenyl-propionic acid methyl ester). Isolated yield 64.8%. As a reaction SMILES: [Br:1][C:2]1[C:11]2[S:12][C:13]([CH3:16])=[C:14]([CH3:15])[C:10]=2[C:9]([C:17]2[CH:22]=[C:21]([CH3:23])[C:20]([OH:24])=[C:19]([CH3:25])[CH:18]=2)=[C:8]2[C:3]=1[CH:4]=[CH:5][CH:6]=[CH:7]2.O[C@@H:27]([CH2:32][C:33]1[CH:38]=[CH:37][CH:36]=[CH:35][CH:34]=1)[C:28]([O:30][CH3:31])=[O:29].C1(P(C2C=CC=CC=2)C2C=CC=CC=2)C=CC=CC=1.N(C(OCC)=O)=NC(OCC)=O>C1C=CC=CC=1>[CH3:31][O:30][C:28](=[O:29])[C@H:27]([O:24][C:20]1[C:21]([CH3:23])=[CH:22][C:17]([C:9]2[C:10]3[C:14]([CH3:15])=[C:13]([CH3:16])[S:12][C:11]=3[C:2]([Br:1])=[C:3]3[C:8]=2[CH:7]=[CH:6][CH:5]=[CH:4]3)=[CH:18][C:19]=1[CH3:25])[CH2:32][C:33]1[CH:34]=[CH:35][CH:36]=[CH:37][CH:38]=1. Reported procedure: To a solution of 4-(9-bromo-2,3-dimethyl-naphtho[2,3-b]thiophen-4-yl)-2,6-dimethyl-phenol (5.0 g, 12.1 mmol), (S)-2-hydroxy-3-phenylpropionic acid, methyl ester (3.3 g, 18.3 mmol), and triphenylphosphine (4.8 g, 18.3 mmol) in anhydrous benzene (50 mL) at room temperature under nitrogen was added dropwise diethyl azodicarboxylate (2.6 mL, 18.3 mmol) over a period of 25 min. The reaction mixture was heated for 2 h, then stirred at room temperature for 3 days. The crude reaction mixture was adsorbe... Reactants: C1(=CC=C(C=C1)C[C@H](C[C@](C(=O)O)(COC1OCCCC1)C)NC(=O)C=1N=NNC1)C1=CC=CC=C1 ((2S,4R)-5-Biphenyl-4-yl-2-methyl-2-(tetrahydropyran-2-yloxymethyl)-4-[(1H-1,2,3-triazole-4-carbonyl)amino]pentanoic acid), O1CCOCC1 (1,4-dioxane), C(CCCCC)O (1-hexanol), Cl (HCl). Conditions: temperature 60 celsius, time 2 hour. Yields the product C(CCCCC)OC([C@](C[C@@H](CC1=CC=C(C=C1)C1=CC=CC=C1)NC(=O)C=1N=NNC1)(C)CO)=O ((2S,4R)-5-Biphenyl-4-yl-2-hydroxymethyl-2-methyl-4-[(1H-[1,2,3]triazole-4-carbonyl)amino]pentanoic Acid Hexyl Ester). The yield is 51.8%. As a reaction SMILES: [C:1]1([C:31]2[CH:36]=[CH:35][CH:34]=[CH:33][CH:32]=2)[CH:6]=[CH:5][C:4]([CH2:7][C@@H:8]([NH:23][C:24]([C:26]2[N:27]=[N:28][NH:29][CH:30]=2)=[O:25])[CH2:9][C@@:10]([CH3:22])([CH2:14][O:15]C2CCCCO2)[C:11](O)=[O:12])=[CH:3][CH:2]=1.[CH2:37]([OH:43])[CH2:38][CH2:39][CH2:40][CH2:41][CH3:42].Cl.O1CCOCC1>>[CH2:37]([O:43][C:11](=[O:12])[C@@:10]([CH2:14][OH:15])([CH3:22])[CH2:9][C@H:8]([NH:23][C:24]([C:26]1[N:27]=[N:28][NH:29][CH:30]=1)=[O:25])[CH2:7][C:4]1[CH:3]=[CH:2][C:1]([C:31]2[CH:36]=[CH:35][CH:34]=[CH:33][CH:32]=2)=[CH:6][CH:5]=1)[CH2:38][CH2:39][CH2:40][CH2:41][CH3:42]. Procedure: (2S,4R)-5-Biphenyl-4-yl-2-methyl-2-(tetrahydropyran-2-yloxymethyl)-4-[(1H-1,2,3-triazole-4-carbonyl)amino]pentanoic acid (100 mg, 0.2 mmol) was combined with 1-hexanol (0.3 mL, 2 mmol) and 4 M HCl in 1,4-dioxane (0.3 mL, 1 mmol). The mixture was stirred for 2 hours at 60° C. The mixture was concentrated under reduced pressure and the residue was purified by reverse phase chromatography to yield the title compound (51 mg). MS m/z [M+H]+ calc'd for C28H36N4O4, 493.27. found 493.